Dataset: the Open Reaction Database (ORD), a public repository of structured organic reaction records. Task: describe an organic reaction: reactants, conditions, products, and yield Reactants: COC[C@H](CC)OC=1C=C(C(=O)NC2=NN(C=C2)C)C=C(C1)OCC1=CC=CC=C1 (3-({(1S)-1-[(methyloxy)methyl]propyl}oxy)-N-(1-methyl-1H-pyrazol-3-yl)-5-[(phenylmethyl)oxy]benzamide), C1CCOC1 (THF). Reagents/catalysts: [Pd] (palladium on carbon). The solvent is CO (methanol). Reaction conditions: time 6 hour. Yields the product OC=1C=C(C(=O)NC2=NN(C=C2)C)C=C(C1)O[C@@H](CC)COC (3-Hydroxy-5-({(1S)-1-[(methyloxy)methyl]propyl}oxy)-N-(1-methyl-1H-pyrazol-3-yl)benzamide). Yield: 102.5%. RXN SMILES: [CH3:1][O:2][CH2:3][C@@H:4]([O:7][C:8]1[CH:9]=[C:10]([CH:20]=[C:21]([O:23]CC2C=CC=CC=2)[CH:22]=1)[C:11]([NH:13][C:14]1[CH:18]=[CH:17][N:16]([CH3:19])[N:15]=1)=[O:12])[CH2:5][CH3:6].C1COCC1>[Pd].CO>[OH:23][C:21]1[CH:20]=[C:10]([CH:9]=[C:8]([O:7][C@H:4]([CH2:3][O:2][CH3:1])[CH2:5][CH3:6])[CH:22]=1)[C:11]([NH:13][C:14]1[CH:18]=[CH:17][N:16]([CH3:19])[N:15]=1)=[O:12]. Procedure: To a solution of 3-({(1S)-1-[(methyloxy)methyl]propyl}oxy)-N-(1-methyl-1H-pyrazol-3-yl)-5-[(phenylmethyl)oxy]benzamide (4.6 g, 11 mmol) in 1:1 THF:methanol (100 mL) was added 10% w/w palladium on carbon (450 mg) and the resulting mixture was stirred under an atmosphere of hydrogen for 6 hours. The atmosphere was replaced with argon and the mixture was filtered and evaporated to afford the title compound as a white solid (3.6 g). Product: O=[N+]([O-])c1cnccc1OCc1ccc2c(c1)OCO2. Starting materials: OCc1ccc2c(c1)OCO2, O=[N+]([O-])c1cnccc1Cl. As a reaction SMILES: [CH2:11]([c:12]1[cH:13][c:14]2[c:18]([cH:19][cH:20]1)[O:17][CH2:16][O:15]2)[OH:21].[Cl:1][c:2]1[c:3]([N+:8](=[O:9])[O-:10])[cH:4][n:5][cH:6][cH:7]1>>[c:2]1([O:21][CH2:11][c:12]2[cH:13][c:14]3[c:18]([cH:19][cH:20]2)[O:17][CH2:16][O:15]3)[c:3]([N+:8](=[O:9])[O-:10])[cH:4][n:5][cH:6][cH:7]1. Starting materials: O.[Sn](Cl)Cl (Tin (II) chloride hydrate), C(#N)C=1N=CC(=NC1)NC1=NC=C(C(=C1)NCC1CCN(CC1)C(=O)OC(C)(C)C)[N+](=O)[O-] (tert-butyl 4-((2-(5-cyanopyrazin-2-ylamino)-5-nitropyridin-4-ylamino)methyl)piperidine-1-carboxylate). The solvent is C(C)O (ethanol). Run at temperature 70 celsius. The product is NC=1C(=CC(=NC1)NC1=NC=C(N=C1)C#N)NCC1CCN(CC1)C(=O)OC(C)(C)C (tert-butyl 4-((5-amino-2-(5-cyanopyrazin-2-ylamino)pyridin-4-ylamino)methyl)piperidine-1-carboxylate). Yield: 91.4%. RXN SMILES: O.[Sn](Cl)Cl.[C:5]([C:7]1[N:8]=[CH:9][C:10]([NH:13][C:14]2[CH:19]=[C:18]([NH:20][CH2:21][CH:22]3[CH2:27][CH2:26][N:25]([C:28]([O:30][C:31]([CH3:34])([CH3:33])[CH3:32])=[O:29])[CH2:24][CH2:23]3)[C:17]([N+:35]([O-])=O)=[CH:16][N:15]=2)=[N:11][CH:12]=1)#[N:6]>C(O)C>[NH2:35][C:17]1[C:18]([NH:20][CH2:21][CH:22]2[CH2:27][CH2:26][N:25]([C:28]([O:30][C:31]([CH3:34])([CH3:33])[CH3:32])=[O:29])[CH2:24][CH2:23]2)=[CH:19][C:14]([NH:13][C:10]2[CH:9]=[N:8][C:7]([C:5]#[N:6])=[CH:12][N:11]=2)=[N:15][CH:16]=1 |f:0.1|. Procedure details: Tin (II) chloride hydrate (678 mg, 5 eq) was added to a solution of tert-butyl 4-((2-(5-cyanopyrazin-2-ylamino)-5-nitropyridin-4-ylamino)methyl)piperidine-1-carboxylate (273 mg) in ethanol (20 mL). The mixture was heated at 70° C. for 30 minutes then cooled to room temperature and evaporated to dryness. The residue was diluted with ethyl acetate and saturated aqueous sodium hydrogen carbonate. The suspension was filtered and the aqueous phase was separated and extracted twice with ethyl acetate.... The reactants are C(O)([O-])=O.[Na+] (sodium hydrogen carbonate), Cl.Cl.OC(CNC/1=NC(S\C1=C/C1CCNCC1)=O)(C)C ((5Z)-4-[(2-hydroxy-2-methylpropyl)amino]-5-(piperidin-4-ylmethylidene)-1,3-thiazol-2(5H)-one dihydrochloride), ClC1=CC(=C(C=O)C=C1)C(F)(F)F (4-chloro-2-(trifluoromethyl)benzaldehyde), C(C)(=O)O[BH-](OC(C)=O)OC(C)=O.[Na+] (sodium triacetoxyborohydride). Solvent: CN(C)C=O (DMF), CN(C)C=O (DMF), C(C)N(CC)CC (triethylamine). Reaction conditions: time 1 hour. Yields the product ClC1=CC(=C(CN2CCC(CC2)\C=C/2\C(=NC(S2)=O)NCC(C)(C)O)C=C1)C(F)(F)F ((5Z)-5-({1-[4-chloro-2-(trifluoromethyl)benzyl]piperidin-4-yl}methylidene)-4-[(2-hydroxy-2-methylpropyl)amino]-1,3-thiazol-2(5H)-one). Isolated yield 30.7%. As a reaction SMILES: Cl.Cl.[OH:3][C:4]([CH3:21])([CH3:20])[CH2:5][NH:6][C:7]1=[N:8][C:9](=[O:19])[S:10]/[C:11]/1=[CH:12]\[CH:13]1[CH2:18][CH2:17][NH:16][CH2:15][CH2:14]1.[Cl:22][C:23]1[CH:30]=[CH:29][C:26]([CH:27]=O)=[C:25]([C:31]([F:34])([F:33])[F:32])[CH:24]=1.C(O[BH-](OC(=O)C)OC(=O)C)(=O)C.[Na+].C(=O)([O-])O.[Na+]>CN(C=O)C.C(N(CC)CC)C>[Cl:22][C:23]1[CH:30]=[CH:29][C:26]([CH2:27][N:16]2[CH2:17][CH2:18][CH:13](/[CH:12]=[C:11]3/[C:7]([NH:6][CH2:5][C:4]([OH:3])([CH3:21])[CH3:20])=[N:8][C:9](=[O:19])[S:10]/3)[CH2:14][CH2:15]2)=[C:25]([C:31]([F:32])([F:33])[F:34])[CH:24]=1 |f:0.1.2,4.5,6.7|. Reported procedure: To a solution of (5Z)-4-[(2-hydroxy-2-methylpropyl)amino]-5-(piperidin-4-ylmethylidene)-1,3-thiazol-2(5H)-one dihydrochloride (200 mg) in DMF (2 mL) was added a solution of triethylamine (0.32 mL) and 4-chloro-2-(trifluoromethyl)benzaldehyde (117 mg) in DMF (1 mL). The reaction mixture was stirred at room temperature for 1 hr, and sodium triacetoxyborohydride (501 mg) was added. The reaction mixture was stirred at room temperature overnight, saturated aqueous sodium hydrogen carbonate solution w... Reactants: OC1=C2CCCC(C2=CC=C1)=O (5-hydroxy-1-oxotetraline), ClCCCN1CCN(CC1)C1=C(C=CC=C1)Cl (1-(3-chloropropyl)-4-(2-chlorophenyl)-piperazine), Cl (hydrochloride). Product: ClC1=C(C=CC=C1)N1CCN(CC1)CCCOC1=C2CCCC(C2=CC=C1)=O (5-{ 3-[4-(2-chlorophenyl)-1-piperazinyl]-propoxy}-3,4-dihydro-2H-naphthalene-1-one). Isolated yield 78.0%. As a reaction SMILES: [OH:1][C:2]1[CH:11]=[CH:10][CH:9]=[C:8]2[C:3]=1[CH2:4][CH2:5][CH2:6][C:7]2=[O:12].Cl[CH2:14][CH2:15][CH2:16][N:17]1[CH2:22][CH2:21][N:20]([C:23]2[CH:28]=[CH:27][CH:26]=[CH:25][C:24]=2[Cl:29])[CH2:19][CH2:18]1.Cl>>[Cl:29][C:24]1[CH:25]=[CH:26][CH:27]=[CH:28][C:23]=1[N:20]1[CH2:19][CH2:18][N:17]([CH2:16][CH2:15][CH2:14][O:1][C:2]2[CH:11]=[CH:10][CH:9]=[C:8]3[C:3]=2[CH2:4][CH2:5][CH2:6][C:7]3=[O:12])[CH2:22][CH2:21]1. Procedure details: from 5-hydroxy-1-oxotetraline and 1-(3-chloropropyl)-4-(2-chlorophenyl)-piperazine; yield 78.0% of theory; m.p. of the hydrochloride (recrystallized from water) 248°-250°C; The reactants are CC(C)NCCCN1C2=C(C(=NC=N2)N)N=C1SC3=C(C=C4C(=C3)OCO4)I (PU-H71), CCN(C(C)C)C(C)C (DIEA), O1CCC=C1 (2,3-dihydrofuran). The reagents and catalysts are C=1C=CC(=CC1)[P](C=2C=CC=CC2)(C=3C=CC=CC3)[Pd]([P](C=4C=CC=CC4)(C=5C=CC=CC5)C=6C=CC=CC6)([P](C=7C=CC=CC7)(C=8C=CC=CC8)C=9C=CC=CC9)[P](C=1C=CC=CC1)(C=1C=CC=CC1)C=1C=CC=CC1 (Pd(PPh3)4). Run in CN1CCCC1=O (NMP). Run at temperature 55 celsius. Yields the product CO.N (MeOH NH3), O1C(CC=C1)C=1C(=CC2=C(OCO2)C1)SC=1N(C2=NC=NC(=C2N1)N)CCCNC(C)C (8-(6-(2,3-dihydrofuran-2-yl)benzo[d][1,3]dioxol-5-ylthio)-9-(3-(isopropylamino)propyl)-9H-purin-6-amine). Yield: 52.6%. As a reaction SMILES: [CH3:1][CH:2]([NH:4][CH2:5][CH2:6][CH2:7][N:8]1[C:17]([S:18][C:19]2[CH:24]=[C:23]3[O:25][CH2:26][O:27][C:22]3=[CH:21][C:20]=2I)=[N:16][C:10]2[C:11]([NH2:15])=[N:12][CH:13]=[N:14][C:9]1=2)[CH3:3].CCN(C(C)C)C(C)C.[O:38]1[CH:42]=[CH:41][CH2:40][CH2:39]1>CN1C(=O)CCC1.C1C=CC([P]([Pd]([P](C2C=CC=CC=2)(C2C=CC=CC=2)C2C=CC=CC=2)([P](C2C=CC=CC=2)(C2C=CC=CC=2)C2C=CC=CC=2)[P](C2C=CC=CC=2)(C2C=CC=CC=2)C2C=CC=CC=2)(C2C=CC=CC=2)C2C=CC=CC=2)=CC=1>[CH3:23][OH:25].[NH3:4].[O:38]1[CH:39]=[CH:40][CH2:41][CH:42]1[C:20]1[C:19]([S:18][C:17]2[N:8]([CH2:7][CH2:6][CH2:5][NH:4][CH:2]([CH3:3])[CH3:1])[C:9]3[C:10]([N:16]=2)=[C:11]([NH2:15])[N:12]=[CH:13][N:14]=3)=[CH:24][C:23]2[O:25][CH2:26][O:27][C:22]=2[CH:21]=1 |f:5.6,^1:53,55,74,93|. Reported procedure: A solution of PU-H71 (30 mg, 0.0585 mmol) in NMP (1.5 mL) was evacuated and back filled with nitrogen. This was repeated four times, then DIEA (15.1 mg, 21 μL, 0.117 mmol), 2,3-dihydrofuran (82 mg, 88 μL, 1.17 mmol) and Pd(PPh3)4 (13.5 mg, 0.0117 mmol) were added and the reaction mixture was heated under nitrogen at 55° C. for 20 h. Solvent was removed under reduced pressure and the resulting residue was purified by preparatory TLC two times (hexane:EtOAc:CH2Cl2:MeOH—NH3 (7N), 2:1:2:0.5, then CH... Procedure: To a solution of ethyl 5-5—(4-methylphenyl) thiophen-2-yl]-5-oxovalerate (4.50 g) in trifluoroacetic acid (7.66 ml) was added triethylsilane(5.7 ml) at room temperature, and the mixture was stirred for 4 days. To the reaction mixture was added ethyl acetate, and the mixture was made alkaline with saturated sodium bicarbonate solution. The organic layer was washed with saturated sodium chloride solution, dried with magnesium sulfate and concentrated under reduced pressure. The residue was separat... Product: CC1=CC=C(C=C1)C1=CC=C(S1)CCCCC(=O)O (5-[5—(4-methylphenyl)-thiophen-2-yl]valeric acid). The solvent is O (water), O1CCCC1 (tetrahydrofuran), C(C)(=O)OCC (ethyl acetate), FC(C(=O)O)(F)F (trifluoroacetic acid). Starting materials: CC1=CC=C(C=C1)C1=CC=C(S1)CCCCC(=O)OCC (ethyl 5-[5—(4-methylphenyl)thiophen-2-yl]valerate), [OH-].[Na+] (sodium hydroxide), O=CCCCC(=O)[O-] (5-oxovalerate), C(C)[SiH](CC)CC (triethylsilane), C([O-])(O)=O.[Na+] (sodium bicarbonate). As a reaction SMILES: O=CCCCC([O-])=O.C([SiH](CC)CC)C.C(=O)(O)[O-].[Na+].[CH3:21][C:22]1[CH:27]=[CH:26][C:25]([C:28]2[S:32][C:31]([CH2:33][CH2:34][CH2:35][CH2:36][C:37]([O:39]CC)=[O:38])=[CH:30][CH:29]=2)=[CH:24][CH:23]=1.[OH-].[Na+]>FC(F)(F)C(O)=O.O1CCCC1.O.C(OCC)(=O)C>[CH3:21][C:22]1[CH:23]=[CH:24][C:25]([C:28]2[S:32][C:31]([CH2:33][CH2:34][CH2:35][CH2:36][C:37]([OH:39])=[O:38])=[CH:30][CH:29]=2)=[CH:26][CH:27]=1 |f:2.3,5.6|. Reaction conditions: time 4 day. Procedure: To a suspension of 7-benzenesulfonyl-2,3-dihydro-benzo[1,4]oxazine-4-carbonyl chloride (0.360 g., 1 mmol) in 20 mL acetonitrile, was added guanidine carbonate (0.180 g., 1 mmol), followed by the dropwise addition of N,N-diisopropyl ethylamine (0.523 mL, 3 mmol.) The reaction mixture was partitioned between 50 mL each of water and ethyl acetate. The organic fraction was washed with dilute aqueous hydrogen chloride followed by 50 mL water. The organic fraction was dried over sodium sulfate and con... The reactants are C(O)(O)=O.NC(=N)N (guanidine carbonate), C1(=CC=CC=C1)S(=O)(=O)C1=CC2=C(N(CCO2)C(=O)Cl)C=C1 (7-benzenesulfonyl-2,3-dihydro-benzo[1,4]oxazine-4-carbonyl chloride), C(C)(C)N(C(C)C)CC (N,N-diisopropyl ethylamine). The yield is 20.3%. Solvent: C(C)#N (acetonitrile). RXN SMILES: [C:1]1([S:7]([C:10]2[CH:22]=[CH:21][C:13]3[N:14]([C:18](Cl)=[O:19])[CH2:15][CH2:16][O:17][C:12]=3[CH:11]=2)(=[O:9])=[O:8])[CH:6]=[CH:5][CH:4]=[CH:3][CH:2]=1.C(=O)(O)O.[NH2:27][C:28]([NH2:30])=[NH:29].C(N(CC)C(C)C)(C)C>C(#N)C>[C:1]1([S:7]([C:10]2[CH:22]=[CH:21][C:13]3[N:14]([C:18]([NH:29][C:28]([NH2:30])=[NH:27])=[O:19])[CH2:15][CH2:16][O:17][C:12]=3[CH:11]=2)(=[O:9])=[O:8])[CH:6]=[CH:5][CH:4]=[CH:3][CH:2]=1 |f:1.2|. The product is C1(=CC=CC=C1)S(=O)(=O)C1=CC2=C(N(CCO2)C(=O)NC(=N)N)C=C1 (N-(7-benzenesulfonyl-2,3-dihydro-benzo[1,4]oxazine-4-carbonyl)-guanidine).